describe an organic reaction: reactants, conditions, products, and yield From a dataset of the Open Reaction Database (ORD), a public repository of structured organic reaction records. The reactants are CC1(OC(C(O1)=CC(=O)N(CC1=CC=C(C=C1)C(F)(F)F)C)=O)C (2-(2,2-dimethyl-5-oxo-[1,3]-dioxolan-4-ylidene)-N-methyl-N-(4-trifluoromethyl-benzyl)-acetamide), C=O.NCCN1CCOCC1 (paraformaldehyde N-(2-aminoethyl)morpholine), compound 13. Solvent: CO (methanol). Yields the product CN(C(=O)C=1CN(C(C1O)=O)CCN1CCOCC1)CC1=CC=C(C=C1)C(F)(F)F (4-Hydroxy-1-(2-morpholin-4-yl-ethyl)-5-oxo-2,5-dihydro-1H-pyrrole-3-carboxylic acid methyl-(4-trifluoromethyl-benzyl)-amide). Isolated yield 35.0%. As a reaction SMILES: CC1(C)[O:6][C:5](=[CH:7][C:8]([N:10]([CH3:22])[CH2:11][C:12]2[CH:17]=[CH:16][C:15]([C:18]([F:21])([F:20])[F:19])=[CH:14][CH:13]=2)=[O:9])[C:4](=[O:23])O1.[CH2:25]=O.[NH2:27][CH2:28][CH2:29][N:30]1[CH2:35][CH2:34][O:33][CH2:32][CH2:31]1>CO>[CH3:22][N:10]([CH2:11][C:12]1[CH:13]=[CH:14][C:15]([C:18]([F:19])([F:20])[F:21])=[CH:16][CH:17]=1)[C:8]([C:7]1[CH2:25][N:27]([CH2:28][CH2:29][N:30]2[CH2:35][CH2:34][O:33][CH2:32][CH2:31]2)[C:4](=[O:23])[C:5]=1[OH:6])=[O:9] |f:1.2|. Procedure details: Reaction of 2-(2,2-dimethyl-5-oxo-[1,3]-dioxolan-4-ylidene)-N-methyl-N-(4-trifluoromethyl-benzyl)-acetamide (0.36 g, 1.05 mmol) with the paraformaldehyde-N-(2-aminoethyl)morpholine adduct in methanol using a procedure similar to the one described in the preparation of compound 13 gave 0.16 g (35% yield) of the title compound as a solid after chromatography on reversed phase silica gel. 1HNMR 400 MHz (CDCl3) δ (ppm); 2.46 (4H, m, 2×NCH2), 2.57 (2H, t, J=6.1 Hz, NCH2), 3.04 (3H, s, NCH3), 3.6 (6H,...